From a dataset of the Open Reaction Database (ORD), a public repository of structured organic reaction records. describe an organic reaction: reactants, conditions, products, and yield Starting materials: CO, COC(=O)c1ccc2c(C3CCCCC3)c3n(c2c1)CSc1ccccc1-3, Cl, [Na+], C1CCOC1, [OH-]. Yields the product O=C(O)c1ccc2c(C3CCCCC3)c3n(c2c1)CSc1ccccc1-3. Reaction SMILES: [CH3:36][OH:37].[CH:1]1([c:7]2[c:8]3[cH:9][cH:10][c:11]([C:24](=[O:25])[O:26][CH3:27])[cH:12][c:13]3[n:14]3[c:19]2-[c:18]2[c:17]([cH:23][cH:22][cH:21][cH:20]2)[S:16][CH2:15]3)[CH2:2][CH2:3][CH2:4][CH2:5][CH2:6]1.[ClH:30].[Na+:29].[O:31]1[CH2:32][CH2:33][CH2:34][CH2:35]1.[OH-:28]>>[CH:1]1([c:7]2[c:8]3[cH:9][cH:10][c:11]([C:24](=[O:25])[OH:26])[cH:12][c:13]3[n:14]3[c:19]2-[c:18]2[c:17]([cH:23][cH:22][cH:21][cH:20]2)[S:16][CH2:15]3)[CH2:2][CH2:3][CH2:4][CH2:5][CH2:6]1. Starting materials: O=C1CCc2cc(Br)cnc2N1, C=CC(=O)OCC, CCC#N, CCN(C(C)C)C(C)C, CC(=O)[O-], CC(=O)[O-], CN(C)C=O, [Pd+2], Cc1ccccc1P(c1ccccc1C)c1ccccc1C. Product: CCOC(=O)C=Cc1cnc2c(c1)CCC(=O)N2. As a reaction SMILES: [Br:1][c:2]1[cH:3][c:4]2[c:9]([n:10][cH:11]1)[NH:8][C:7](=[O:12])[CH2:6][CH2:5]2.[C:13]([CH:14]=[CH2:15])(=[O:16])[O:17][CH2:18][CH3:19].[C:51](#[N:52])[CH2:53][CH3:54].[CH:42]([N:43]([CH:44]([CH3:45])[CH3:46])[CH2:47][CH3:48])([CH3:49])[CH3:50].[O-:61][C:62]([CH3:63])=[O:64].[O-:65][C:66]([CH3:67])=[O:68].[O:55]=[CH:56][N:57]([CH3:58])[CH3:59].[Pd+2:60].[c:20]1([CH3:21])[cH:22][cH:23][cH:24][cH:25][c:26]1[P:27]([c:28]1[cH:29][cH:30][cH:31][cH:32][c:33]1[CH3:34])[c:35]1[cH:36][cH:37][cH:38][cH:39][c:40]1[CH3:41]>>[c:2]1([CH:15]=[CH:14][C:13](=[O:16])[O:17][CH2:18][CH3:19])[cH:3][c:4]2[c:9]([n:10][cH:11]1)[NH:8][C:7](=[O:12])[CH2:6][CH2:5]2. The reactants are CCCCCC=CCC1CC(=O)OC1=O, Cc1ccccc1, Nc1cc(Cc2n[nH]c(=O)c3ccccc23)ccc1F. Product: CCCCCC=CCC(CC(=O)Nc1cc(Cc2n[nH]c(=O)c3ccccc23)ccc1F)C(=O)O. Reaction SMILES: [CH2:21]([CH:22]=[CH:23][CH2:24][CH2:25][CH2:26][CH2:27][CH3:28])[CH:29]1[C:30](=[O:35])[O:31][C:32](=[O:34])[CH2:33]1.[CH3:36][c:37]1[cH:38][cH:39][cH:40][cH:41][cH:42]1.[NH2:1][c:2]1[cH:3][c:4]([CH2:5][c:6]2[n:7][nH:8][c:9](=[O:16])[c:10]3[cH:11][cH:12][cH:13][cH:14][c:15]23)[cH:17][cH:18][c:19]1[F:20]>>[NH:1]([c:2]1[cH:3][c:4]([CH2:5][c:6]2[n:7][nH:8][c:9](=[O:16])[c:10]3[cH:11][cH:12][cH:13][cH:14][c:15]23)[cH:17][cH:18][c:19]1[F:20])[C:32]([CH2:33][CH:29]([CH2:21][CH:22]=[CH:23][CH2:24][CH2:25][CH2:26][CH2:27][CH3:28])[C:30](=[O:31])[OH:35])=[O:34]. As a reaction SMILES: [Cl:1][c:2]1[cH:3][cH:4][c:5]2[c:9]([cH:10]1)[N:8]([CH2:11][O:12][CH2:13][CH2:14][Si:15]([CH3:16])([CH3:17])[CH3:18])[C:7](=[O:19])[C:6]21[N:20]([CH2:37][CH:38]2[CH2:39][CH2:40]2)[C:21](=[O:36])[CH:22]([CH2:32][C:33](=[O:34])[OH:35])[CH2:23][CH:24]1[c:25]1[cH:26][c:27]([Cl:31])[cH:28][cH:29][cH:30]1.[Cl:48][CH2:49][Cl:50].[F:41][C:42]([F:43])([F:44])[C:45]([OH:46])=[O:47]>>[Cl:1][c:2]1[cH:3][cH:4][c:5]2[c:9]([cH:10]1)[N:8]([CH2:11][OH:12])[C:7](=[O:19])[C:6]21[N:20]([CH2:37][CH:38]2[CH2:39][CH2:40]2)[C:21](=[O:36])[CH:22]([CH2:32][C:33](=[O:34])[OH:35])[CH2:23][CH:24]1[c:25]1[cH:26][c:27]([Cl:31])[cH:28][cH:29][cH:30]1. Yields the product O=C(O)CC1CC(c2cccc(Cl)c2)C2(C(=O)N(CO)c3cc(Cl)ccc32)N(CC2CC2)C1=O. Starting materials: C[Si](C)(C)CCOCN1C(=O)C2(c3ccc(Cl)cc31)C(c1cccc(Cl)c1)CC(CC(=O)O)C(=O)N2CC1CC1, ClCCl, O=C(O)C(F)(F)F. Starting materials: O=C(Cl)c1ccc(Cl)c(Cl)c1, Nc1ccc(S(=O)(=O)N2C=CC(CCO)Sc3ccccc32)cc1, O=C(Cl)c1ccccc1-c1ccccc1. Yields the product O=C(Nc1ccc(S(=O)(=O)N2C=CC(CCO)Sc3ccccc32)cc1)c1ccc(Cl)c(Cl)c1. As a reaction SMILES: [Cl:25][c:26]1[cH:27][c:28]([C:29](=[O:30])[Cl:31])[cH:32][cH:33][c:34]1[Cl:35].[OH:1][CH2:2][CH2:3][CH:4]1[S:5][c:6]2[c:7]([cH:21][cH:22][cH:23][cH:24]2)[N:8]([S:11](=[O:12])(=[O:13])[c:14]2[cH:15][cH:16][c:17]([NH2:20])[cH:18][cH:19]2)[CH:9]=[CH:10]1.[c:36]1(-[c:37]2[cH:38][cH:39][cH:40][cH:41][c:42]2[C:43]([Cl:44])=[O:45])[cH:46][cH:47][cH:48][cH:49][cH:50]1>>[OH:1][CH2:2][CH2:3][CH:4]1[S:5][c:6]2[c:7]([cH:21][cH:22][cH:23][cH:24]2)[N:8]([S:11](=[O:12])(=[O:13])[c:14]2[cH:15][cH:16][c:17]([NH:20][C:29]([c:28]3[cH:27][c:26]([Cl:25])[c:34]([Cl:35])[cH:33][cH:32]3)=[O:30])[cH:18][cH:19]2)[CH:9]=[CH:10]1. Starting materials: ClC1=NC2=CC=C(C=C2C(=N1)C1=CC=CC=C1)Cl (2,6-dichloro-4-phenylquinazoline), [N-]=[N+]=[N-].[Na+] (sodium azide), ice water. The solvent is CS(=O)C (dimethylsulfoxide). Run at temperature 100 celsius. Product: ClC=1C=C2C(=NC=3N(C2=CC1)N=NN3)C3=CC=CC=C3 (7-chloro-5-phenyltetrazolo[1,5-a]quinazoline). Isolated yield 96.7%. RXN SMILES: Cl[C:2]1[N:11]=[C:10]([C:12]2[CH:17]=[CH:16][CH:15]=[CH:14][CH:13]=2)[C:9]2[C:4](=[CH:5][CH:6]=[C:7]([Cl:18])[CH:8]=2)[N:3]=1.[N-:19]=[N+:20]=[N-:21].[Na+]>CS(C)=O>[Cl:18][C:7]1[CH:8]=[C:9]2[C:4](=[CH:5][CH:6]=1)[N:3]1[N:19]=[N:20][N:21]=[C:2]1[N:11]=[C:10]2[C:12]1[CH:17]=[CH:16][CH:15]=[CH:14][CH:13]=1 |f:1.2|. Procedure details: The starting material may be prepared as follows: To a solution of 1.92 g of 2,6-dichloro-4-phenylquinazoline in 30 ml of dimethylsulfoxide was added 0.91 g of sodium azide. The mixture was heated at 100° C. for 1 hour with stirring and then poured into ice-water. The resulting precipitate was collected by filtration, washed with water and dried to give 1.9 g of 7-chloro-5-phenyltetrazolo[1,5-a]quinazoline. Recrystallization from chloroform-ethanol gave pale yellow needles, m.p. 209° C. (decomp.... Starting materials: C(C)(=O)NC1=CC=C(C=C1)SCCCCOC=1C=CC2=C(COC(N2)=O)C1 (6-[4-(4-acetamido-phenylmercapto)-butoxy]-4H-3,1-benzoxazin-2-one), OO (hydrogen peroxide). The product is C(C)(=O)NC1=CC=C(C=C1)S(=O)CCCCOC=1C=CC2=C(COC(N2)=O)C1 (6-[4-(4-Acetamido-phenylsulfinyl)-butoxy]-4H-3,1-benzoxazin-2-one). RXN SMILES: [C:1]([NH:4][C:5]1[CH:10]=[CH:9][C:8]([S:11][CH2:12][CH2:13][CH2:14][CH2:15][O:16][C:17]2[CH:18]=[CH:19][C:20]3[NH:25][C:24](=[O:26])[O:23][CH2:22][C:21]=3[CH:27]=2)=[CH:7][CH:6]=1)(=[O:3])[CH3:2].[OH:28]O>>[C:1]([NH:4][C:5]1[CH:6]=[CH:7][C:8]([S:11]([CH2:12][CH2:13][CH2:14][CH2:15][O:16][C:17]2[CH:18]=[CH:19][C:20]3[NH:25][C:24](=[O:26])[O:23][CH2:22][C:21]=3[CH:27]=2)=[O:28])=[CH:9][CH:10]=1)(=[O:3])[CH3:2]. Procedure: Prepared analogously to Example 2 from 6-[4-(4-acetamido-phenylmercapto)-butoxy]-4H-3,1-benzoxazin-2-one and hydrogen peroxide. Starting materials: [N+](#[C-])CC(=O)OC (methyl isocyanoacetate), N1CCOCC1 (morpholine). Conditions: time 24 hour. Yields the product [N+](#[C-])CC(=O)N1CCOCC1 (2-Isocyano-1-morpholinoethanone), oil. The yield is 58.0%. As a reaction SMILES: [N+:1]([CH2:3][C:4](OC)=[O:5])#[C-:2].[NH:8]1[CH2:13][CH2:12][O:11][CH2:10][CH2:9]1>>[N+:1]([CH2:3][C:4]([N:8]1[CH2:13][CH2:12][O:11][CH2:10][CH2:9]1)=[O:5])#[C-:2]. Reported procedure: Prepared in accordance with Method B with methyl isocyanoacetate (2.51 g, 25.30 mmol) and morpholine (3.30 mL, 38.05 mmol). The reaction mixture was stirred 24 h at RT and then concentrated. The residue was dissolved in dichloromethane (50 mL) and the organic layer was washed with 10% aqueous citric acid (2×25 mL), dried over MgSO4, filtered and evaporated. 2-Isocyano-1-morpholinoethanone SLA 07118 was obtained as a brown oil (2.28 g, 58% yield). Reactants: N12CC(C(CC1)CC2)OC2=CC=C(N=N2)C=2C=C1C=CNC1=CC2 (5-[6-(1-azabicyclo[2.2.2]oct-3-yloxy)pyridazin-3-yl]-1H-indole), C(\C=C\C(=O)O)(=O)O (fumaric acid). Solvent: CCOC(=O)C.CCO (EtOAc EtOH). Yields the product C(\C=C\C(=O)O)(=O)O.N12CC(C(CC1)CC2)OC2=CC=C(N=N2)C=2C=C1C=CNC1=CC2.N21CC(C(CC2)CC1)OC1=CC=C(N=N1)C=1C=C2C=CNC2=CC1 (5-[6-(1-azabicyclo[2.2.2]oct-3-yloxy)pyridazin-3-yl]-1H-indole hemifumarate). Reaction SMILES: [N:1]12[CH2:8][CH2:7][CH:4]([CH2:5][CH2:6]1)[CH:3]([O:9][C:10]1[N:15]=[N:14][C:13]([C:16]3[CH:17]=[C:18]4[C:22](=[CH:23][CH:24]=3)[NH:21][CH:20]=[CH:19]4)=[CH:12][CH:11]=1)[CH2:2]2.[C:25]([OH:32])(=[O:31])/[CH:26]=[CH:27]/[C:28]([OH:30])=[O:29]>CCOC(C)=O.CCO>[C:25]([OH:32])(=[O:31])/[CH:26]=[CH:27]/[C:28]([OH:30])=[O:29].[N:1]12[CH2:8][CH2:7][CH:4]([CH2:5][CH2:6]1)[CH:3]([O:9][C:10]1[N:15]=[N:14][C:13]([C:16]3[CH:17]=[C:18]4[C:22](=[CH:23][CH:24]=3)[NH:21][CH:20]=[CH:19]4)=[CH:12][CH:11]=1)[CH2:2]2.[N:1]12[CH2:8][CH2:7][CH:4]([CH2:5][CH2:6]1)[CH:3]([O:9][C:10]1[N:15]=[N:14][C:13]([C:16]3[CH:17]=[C:18]4[C:22](=[CH:23][CH:24]=3)[NH:21][CH:20]=[CH:19]4)=[CH:12][CH:11]=1)[CH2:2]2 |f:2.3,4.5.6|. Procedure: The product of Example 7B (35 mg, 0.11 mmol) was treated with fumaric acid (23 mg, 0.2 mmol) in EtOAc/EtOH (v. 1:1, 3 mL) at ambient temperature for 10 h. The title compound was obtained as solid (42 mg, yield, 99%). 1H NMR (300 MHz, CD3OD) δ 1.76–1.91 (m, 1H), 1.92–2.13 (m, 2H), 2.22–2.36 (m, 1H), 2.51–2.59 (m, 1H), 3.12–3.40 (m, 5H), 3.77–3.88 (m, 1H), 5.42–5.51 (m, 1H), 6.56 (dd, J=2.0, 1.0 Hz, 1H), 6.67 (s, 1H), 7.27–7.33 (m, 2H), 7.52 (dt, J=8.5, 1.0 Hz, 1H), 7.74 (dd, J=8.8, 1.7 Hz, 1H), 8...